From a dataset of the Open Reaction Database (ORD), a public repository of structured organic reaction records. describe an organic reaction: reactants, conditions, products, and yield The yield is 52.3%. The reactants are BrC=1SC=CC1 (2-bromothiophene), FC1=C(C(=O)NC(C(=O)O)O)C(=CC=C1)F ([(2,6-difluorobenzoyl)amino]hydroxyacetic acid), ice water. Solvent: CS(=O)(=O)O (methanesulfonic acid). As a reaction SMILES: [F:1][C:2]1[CH:15]=[CH:14][CH:13]=[C:12]([F:16])[C:3]=1[C:4]([NH:6][CH:7](O)[C:8]([OH:10])=[O:9])=[O:5].[Br:17][C:18]1[S:19][CH:20]=[CH:21][CH:22]=1>CS(O)(=O)=O>[Br:17][C:18]1[S:19][C:20]([CH:7]([NH:6][C:4](=[O:5])[C:3]2[C:2]([F:1])=[CH:15][CH:14]=[CH:13][C:12]=2[F:16])[C:8]([OH:10])=[O:9])=[CH:21][CH:22]=1. Yields the product BrC1=CC=C(S1)C(C(=O)O)NC(C1=C(C=CC=C1F)F)=O (5-bromo-α-[(2,6-difluorobenzoyl)amino]2-thiopheneacetic acid). Procedure details: A solution of 4.76 g (20.6 mmol) of the product of Step A in 140 mL of methanesulfonic acid was immersed in an ice-water bath (temperature between 5°-10° C.). Then, 4.0 g (24.6 mmol) of 2-bromothiophene was added dropwise. It was stirred at the same temperature until a deep blue-black color formed. It was poured into ice-water and the resulting precipitate was filtered. The solid was triturated with methylene chloride to give 4.05 g of a tan solid: mp 198°-199° C. (dec.). 1H-NMR (DMSO-d6) δ9.80 ...